Dataset: the Open Reaction Database (ORD), a public repository of structured organic reaction records. Task: describe an organic reaction: reactants, conditions, products, and yield The reactants are BrCC(=O)OCC (Ethyl 2-bromoacetate), N1N=C(N=C1)C#N (1H-1,2,4-triazole-3-carbonitrile). Product: C(#N)C1=NN(C=N1)CC(=O)OCC (Ethyl 2-(3-cyano-1H-1,2,4-triazol-1-yl)acetate). Isolated yield 83.5%. RXN SMILES: Br[CH2:2][C:3]([O:5][CH2:6][CH3:7])=[O:4].[NH:8]1[CH:12]=[N:11][C:10]([C:13]#[N:14])=[N:9]1>>[C:13]([C:10]1[N:11]=[CH:12][N:8]([CH2:2][C:3]([O:5][CH2:6][CH3:7])=[O:4])[N:9]=1)#[N:14]. Reported procedure: Ethyl 2-bromoacetate (8.88 g, 53.15 mmol) was reacted with 1H-1,2,4-triazole-3-carbonitrile (5 g, 53.15 mmol) according to the procedure as described in Example 48, Step A to give the title compound as a white solid (8 g, 84%). The compound was characterized by the following spectroscopic data: As a reaction SMILES: [C:13](#[CH:14])[c:15]1[cH:16][c:17]([F:23])[c:18]([NH:19][CH3:20])[cH:21][cH:22]1.[Cu:24][I:25].[I:1][c:2]1[s:3][c:4]2[n:5][c:6]([O:11][CH3:12])[cH:7][cH:8][c:9]2[n:10]1>>[c:2]1([C:14]#[C:13][c:15]2[cH:16][c:17]([F:23])[c:18]([NH:19][CH3:20])[cH:21][cH:22]2)[s:3][c:4]2[n:5][c:6]([O:11][CH3:12])[cH:7][cH:8][c:9]2[n:10]1. The reactants are C#Cc1ccc(NC)c(F)c1, [Cu]I, COc1ccc2nc(I)sc2n1. Yields the product CNc1ccc(C#Cc2nc3ccc(OC)nc3s2)cc1F.